Dataset: the Open Reaction Database (ORD), a public repository of structured organic reaction records. Task: describe an organic reaction: reactants, conditions, products, and yield The reactants are CCOC(C)=O, O=C(NC1CCCCC1O)c1cnc(C#CC2(O)CCCC2)c(-c2ccc(Cl)cc2)c1. Yields the product O=C(NC1CCCCC1O)c1cnc(CCC2(O)CCCC2)c(-c2ccc(Cl)cc2)c1. As a reaction SMILES: [CH2:32]([O:33][C:34](=[O:35])[CH3:36])[CH3:37].[Cl:1][c:2]1[cH:3][cH:4][c:5](-[c:8]2[c:9]([C:24]#[C:25][C:26]3([OH:31])[CH2:27][CH2:28][CH2:29][CH2:30]3)[n:10][cH:11][c:12]([C:13](=[O:14])[NH:15][CH:16]3[CH:17]([OH:22])[CH2:18][CH2:19][CH2:20][CH2:21]3)[cH:23]2)[cH:6][cH:7]1>>[Cl:1][c:2]1[cH:3][cH:4][c:5](-[c:8]2[c:9]([CH2:24][CH2:25][C:26]3([OH:31])[CH2:27][CH2:28][CH2:29][CH2:30]3)[n:10][cH:11][c:12]([C:13](=[O:14])[NH:15][CH:16]3[CH:17]([OH:22])[CH2:18][CH2:19][CH2:20][CH2:21]3)[cH:23]2)[cH:6][cH:7]1. The reactants are COC(C1=CC=C(C=C1)C=CC1=CC=2C(CCC(C2C=C1CCC)(C)C)(C)C)=O (4-[(3-n-propyl-5,5,8,8-tetramethyl-5,6,7,8-tetrahydro-2-naphthyl)ethenyl] benzoic acid methyl ester), ArH, ArH, ArH, ArH. The solvent is C(C)(=O)OCC (ethyl acetate), hexanes. The product is C(CC)C=1C(=CC=2C(CCC(C2C1)(C)C)(C)C)CCC1=CC=C(C(=O)O)C=C1 (4-[(3-n-propyl-5,6,7,8-tetrahydro-5,5,8,8-tetramethyl-2-naphthyl)ethyl]benzoic acid). Reaction SMILES: C[O:2][C:3](=[O:29])[C:4]1[CH:9]=[CH:8][C:7]([CH:10]=[CH:11][C:12]2[C:21]([CH2:22][CH2:23][CH3:24])=[CH:20][C:19]3[C:18]([CH3:26])([CH3:25])[CH2:17][CH2:16][C:15]([CH3:28])([CH3:27])[C:14]=3[CH:13]=2)=[CH:6][CH:5]=1>C(OCC)(=O)C>[CH2:22]([C:21]1[C:12]([CH2:11][CH2:10][C:7]2[CH:8]=[CH:9][C:4]([C:3]([OH:29])=[O:2])=[CH:5][CH:6]=2)=[CH:13][C:14]2[C:15]([CH3:28])([CH3:27])[CH2:16][CH2:17][C:18]([CH3:25])([CH3:26])[C:19]=2[CH:20]=1)[CH2:23][CH3:24]. Reported procedure: 4-[(3-n-Propyl-5,5,8,8-tetramethyl-5,6,7,8-tetrahydro-2-naphthyl)carbonyl]benzoic acid methyl ester (2.7 mmol) in THF (25 mL) was treated with methyltriphenylphosphonium bromide/sodium azide (1.2 g, 3.1 mmol) and the solution was allowed to stir at ambient temperature for 3 h. The reaction was quenched with saturated aqueous NH4Cl and diluted with EtOAc. The organic solution was separated and washed with water and brine, dried (MgSO4), filtered, and concentrated to give a yellow oil. The crude p... The reactants are FC=1C=C(C#N)C=CC1 (3-fluorobenzonitrile), ice, [H-].[Na+] (NaH), N1CCC2=CC=CC=C12 (indoline). Run in CS(=O)C (DMSO), CS(=O)C (DMSO). Reaction conditions: time 65 minute. Yields the product N1(CCC2=CC=CC=C12)C=1C=C(C#N)C=CC1 (3-(1-indolinyl)benzonitrile). Reaction SMILES: [H-].[Na+].[NH:3]1[C:11]2[C:6](=[CH:7][CH:8]=[CH:9][CH:10]=2)[CH2:5][CH2:4]1.F[C:13]1[CH:14]=[C:15]([CH:18]=[CH:19][CH:20]=1)[C:16]#[N:17]>CS(C)=O>[N:3]1([C:13]2[CH:14]=[C:15]([CH:18]=[CH:19][CH:20]=2)[C:16]#[N:17])[C:11]2[C:6](=[CH:7][CH:8]=[CH:9][CH:10]=2)[CH2:5][CH2:4]1 |f:0.1|. Reported procedure: 4.63 g (0.0193 mole, 1.1 equiv.) 99% NaH was added in one portion to a stirred solution of 19.8 ml (0.175 mole) indoline in 90 ml sieve dried DMSO under nitrogen at room temperature. After 65 minutes, the mixture was cooled in an ice bath and treated dropwise with a solution of 23.43 g (0.193 mole, 1.1 equiv.) 3-fluorobenzonitrile in 34 ml dry DMSO. The product was permitted to stir overnight at room temperature, poured onto 300 ml ice and extracted with CHCl3. The organic layer was washed five ...